Dataset: the Open Reaction Database (ORD), a public repository of structured organic reaction records. Task: describe an organic reaction: reactants, conditions, products, and yield Reactants: ClC1=C2N=CN(C2=NC=N1)C1OCCCC1 (6-chloro-9-(tetrahydropyran-2-yl)purine), ClC1=C2NC=NC2=NC=N1 (6-chloropurine), OC1=CC=C(C=C1)N (4-hydroxyphenylamine), C(C)N(C(C)C)C(C)C (N-ethyldiisopropylamine). Run in C(CCC)O (n-butanol). Product: OC1=CC=C(NC2=C3N=CN(C3=NC=N2)C2OCCCC2)C=C1 (6-(4-hydroxyanilino)-9-(tetrahydropyran-2-yl)-purine). The yield is 90.0%. As a reaction SMILES: Cl[C:2]1[N:10]=[CH:9][N:8]=[C:7]2[C:3]=1[N:4]=[CH:5][N:6]2[CH:11]1[CH2:16][CH2:15][CH2:14][CH2:13][O:12]1.ClC1N=CN=C2C=1NC=N2.[OH:27][C:28]1[CH:33]=[CH:32][C:31]([NH2:34])=[CH:30][CH:29]=1.C(N(C(C)C)C(C)C)C>C(O)CCC>[OH:27][C:28]1[CH:33]=[CH:32][C:31]([NH:34][C:2]2[N:10]=[CH:9][N:8]=[C:7]3[C:3]=2[N:4]=[CH:5][N:6]3[CH:11]2[CH2:16][CH2:15][CH2:14][CH2:13][O:12]2)=[CH:30][CH:29]=1. Reported procedure: A mixture of 10 mmol (2387 mg) 6-chloro-9-(tetrahydropyran-2-yl)purine (prepared from 10 mmol (1546 mg) of 6-chloropurine), 12 mmol (1309 mg) of 4-hydroxyphenylamine (4-hydroxyaniline) and 4 ml of N-ethyldiisopropylamine was refluxed in n-butanol for 3 hrs. After removal of the n-butanol by vacuum evaporation, the resulting material was treated with water and extracted into ethyl acetate. The ethyl acetate solvent was evaporated and the residuum subsequently washed with 30 ml of ether. The solid... Procedure: To a mixture of 0.95 g of 7-amino-3-acetoxy-4-methoxy-1-methyl-2(1H)-quinolinone (3.6 mmol) in 20 ml of DMF were added 0.55 g of potassium carbonate (4.0 mmol) and 0.56 g of methyl iodide (4.0 mmol) and stirred at room temperature for 1 hour. The reaction mixture was added to water and extracted with toluene, the organic layer was concentrated under reduced pressure. Purification of the residue by column chromatography on silica gel (hexane/ethyl acetate=1/1 as an eluent) gave 0.45 g of the titl... Product: N1C(C=CC2=CC=CC=C12)=O (1H-quinolinone). Isolated yield 86.1%. The reactants are O (water), C([O-])([O-])=O.[K+].[K+] (potassium carbonate), CI (methyl iodide), NC1=CC=C2C(=C(C(N(C2=C1)C)=O)OC(C)=O)OC (7-amino-3-acetoxy-4-methoxy-1-methyl-2(1H)-quinolinone). Solvent: CN(C)C=O (DMF). Run at time 1 hour. Reaction SMILES: N[C:2]1[CH:11]=[C:10]2[C:5]([C:6](OC)=[C:7](OC(=O)C)[C:8](=[O:13])[N:9]2C)=[CH:4][CH:3]=1.C(=O)([O-])[O-].[K+].[K+].CI.O>CN(C=O)C>[NH:9]1[C:10]2[C:5](=[CH:4][CH:3]=[CH:2][CH:11]=2)[CH:6]=[CH:7][C:8]1=[O:13] |f:1.2.3|. Reactants: COC1=CC=C(C(C2=CC=C(C=C2)OC)(C2=CC=C(C=C2)OC)Cl)C=C1 (4,4′,4″-trimethoxytrityl chloride), OCC(C(=O)OCC)(C(=O)OCC)CO (diethyl bis-(hydroxymethyl)malonate). Run in N1=CC=CC=C1 (pyridine), O1CCOCC1 (dioxane). The product is COC1=CC=C(C(C2=CC=C(C=C2)OC)(C2=CC=C(C=C2)OC)OCC(C(=O)OCC)(C(=O)OCC)CO)C=C1 (Diethyl 2-[(4,4′,4″-trimethoxytrityl)oxymethyl]-2-hydroxymethylmalonate). Isolated yield 28.5%. RXN SMILES: [OH:1][CH2:2][C:3]([CH2:14][OH:15])([C:9]([O:11][CH2:12][CH3:13])=[O:10])[C:4]([O:6][CH2:7][CH3:8])=[O:5].[CH3:16][O:17][C:18]1[CH:41]=[CH:40][C:21]([C:22](Cl)([C:31]2[CH:36]=[CH:35][C:34]([O:37][CH3:38])=[CH:33][CH:32]=2)[C:23]2[CH:28]=[CH:27][C:26]([O:29][CH3:30])=[CH:25][CH:24]=2)=[CH:20][CH:19]=1>N1C=CC=CC=1.O1CCOCC1>[CH3:30][O:29][C:26]1[CH:25]=[CH:24][C:23]([C:22]([O:15][CH2:14][C:3]([CH2:2][OH:1])([C:4]([O:6][CH2:7][CH3:8])=[O:5])[C:9]([O:11][CH2:12][CH3:13])=[O:10])([C:31]2[CH:36]=[CH:35][C:34]([O:37][CH3:38])=[CH:33][CH:32]=2)[C:21]2[CH:40]=[CH:41][C:18]([O:17][CH3:16])=[CH:19][CH:20]=2)=[CH:28][CH:27]=1. Reported procedure: Referring to scheme 1, diethyl bis-(hydroxymethyl)malonate (11.5 g, 55 mmol) was treated overnight with 4,4′,4″-trimethoxytrityl chloride (19.2 g, 52 mmol) in pyridine (16 mL) and dioxane (100 mL), and the solvent was evaporated. The residue was dissolved in CH2Cl2 (500 mL), washed with 5% aqueous NaHCO3 (3×100 mL), washed with brine (2×100 mL), dried over Na2SO4 and evaporated. The residue was purified on a silica gel column using a step gradient of ethyl acetate (0 to 15%) in toluene to give 1... The reactants are C1CCOC1, C[SiH](C)C, CCOC(C)=O, CC(C)[N-]C(C)C, O=C1CCC2(CC1c1ccc(F)cc1)OCCO2, [Li+]. Product: C[Si](C)(C)OC1=CCC2(CC1c1ccc(F)cc1)OCCO2. As a reaction SMILES: [CH2:31]1[O:32][CH2:33][CH2:34][CH2:35]1.[CH3:27][SiH:28]([CH3:29])[CH3:30].[CH3:36][CH2:37][O:38][C:39]([CH3:40])=[O:41].[CH:1]([N-:2][CH:3]([CH3:4])[CH3:5])([CH3:6])[CH3:7].[F:9][c:10]1[cH:11][cH:12][c:13]([CH:16]2[CH2:17][C:18]3([O:19][CH2:20][CH2:21][O:22]3)[CH2:23][CH2:24][C:25]2=[O:26])[cH:14][cH:15]1.[Li+:8]>>[F:9][c:10]1[cH:11][cH:12][c:13]([CH:16]2[CH2:17][C:18]3([O:19][CH2:20][CH2:21][O:22]3)[CH2:23][CH:24]=[C:25]2[O:26][Si:28]([CH3:27])([CH3:29])[CH3:30])[cH:14][cH:15]1. Starting materials: CN (methylamine), CN (methylamine), COC(/C(=N/O)/C1=C(C=CC=C1)OC1=CC=C(C=C1)C)=O (E-α-hydroxyimino-2-(4-methylphenoxy)phenylacetic acid methyl ester). Solvent: CO (methanol), CO (methanol), CO (methanol). Product: O\N=C(\C(=O)NC)/C1=C(C=CC=C1)OC1=CC=C(C=C1)C (E-2-hydroxyimino-N-methyl-2-[2-(4-methylphenoxy)phenyl]acetamide). Isolated yield 100.0%. RXN SMILES: C[O:2][C:3](=O)/[C:4](/[C:7]1[CH:12]=[CH:11][CH:10]=[CH:9][C:8]=1[O:13][C:14]1[CH:19]=[CH:18][C:17]([CH3:20])=[CH:16][CH:15]=1)=[N:5]/[OH:6].[CH3:22][NH2:23]>CO>[OH:6]/[N:5]=[C:4](\[C:7]1[CH:12]=[CH:11][CH:10]=[CH:9][C:8]=1[O:13][C:14]1[CH:19]=[CH:18][C:17]([CH3:20])=[CH:16][CH:15]=1)/[C:3]([NH:23][CH3:22])=[O:2]. Procedure: E-α-hydroxyimino-2-(4-methylphenoxy)phenylacetic acid methyl ester (1.00 g, 0.0035 mole) was dissolved in methanol (7 ml) and 40% methylamine solution in methanol (0.54 g, 0.007 mole) was added to the mixture, which was refluxed for 70 minutes. A 40% methylamine solution in methanol (1.36 g, 0.0175 mole) was further added to the mixture, which was refluxed for 3 hours. After completion of the reaction, the reaction mixture was concentrated under reduced pressure to give E-2-hydroxyimino-N-methyl... Reactants: CC(C)(C)OC(=O)N1CCc2[nH]ncc2C1, O, O=C(O)C(F)(F)F. The product is c1n[nH]c2c1CNCC2. RXN SMILES: [C:1]([O:2][C:3](=[O:4])[N:8]1[CH2:9][c:10]2[c:11]([nH:14][n:15][cH:16]2)[CH2:12][CH2:13]1)([CH3:5])([CH3:6])[CH3:7].[OH2:24].[OH:17][C:18]([C:19]([F:20])([F:21])[F:22])=[O:23]>>[NH:8]1[CH2:9][c:10]2[c:11]([nH:14][n:15][cH:16]2)[CH2:12][CH2:13]1. Reactants: CC1(OB(OC1(C)C)C=1C=C(C=CC1)O)C (3-(4,4,5,5-tetramethyl-[1,3,2]dioxaborolan-2-yl)-phenol), C(=O)([O-])[O-].[Cs+].[Cs+] (Cs2CO3), C(C)(C)(C)OC(=O)N1CCC(CC1)OS(=O)(=O)C (4-methanesulfonyloxy-piperidine-1-carboxylic acid tert-butyl ester). Solvent: CN1CCCC1=O (NMP), O (water). Conditions: temperature 80 celsius. Yields the product C(C)(C)(C)OC(=O)N1CCC(CC1)OC1=CC(=CC=C1)B1OC(C(O1)(C)C)(C)C (4-[3-(4,4,5,5-Tetramethyl-[1,3,2]dioxaborolan-2-yl)-phenoxy]-piperidine-1-carboxylic acid tert-butyl ester). Isolated yield 51.9%. As a reaction SMILES: [CH3:1][C:2]1([CH3:16])[C:6]([CH3:8])([CH3:7])[O:5][B:4]([C:9]2[CH:10]=[C:11]([OH:15])[CH:12]=[CH:13][CH:14]=2)[O:3]1.C([O-])([O-])=O.[Cs+].[Cs+].[C:23]([O:27][C:28]([N:30]1[CH2:35][CH2:34][CH:33](OS(C)(=O)=O)[CH2:32][CH2:31]1)=[O:29])([CH3:26])([CH3:25])[CH3:24]>CN1C(=O)CCC1.O>[C:23]([O:27][C:28]([N:30]1[CH2:35][CH2:34][CH:33]([O:15][C:11]2[CH:12]=[CH:13][CH:14]=[C:9]([B:4]3[O:3][C:2]([CH3:16])([CH3:1])[C:6]([CH3:7])([CH3:8])[O:5]3)[CH:10]=2)[CH2:32][CH2:31]1)=[O:29])([CH3:26])([CH3:24])[CH3:25] |f:1.2.3|. Procedure details: To a solution of 3-(4,4,5,5-tetramethyl-[1,3,2]dioxaborolan-2-yl)-phenol (10.0 g, 45.4 mmol, 1.0 equiv) in NMP (100 ml) was added Cs2CO3 (44.4 g), 136.3 mmol, 3.0 equiv) and 4-methanesulfonyloxy-piperidine-1-carboxylic acid tert-butyl ester (19.0 g, 68.2 mmol, 1.5 equiv). The reaction mixture was heated to 80° C. and monitored until complete. The reaction mixture was cooled to room temperature, diluted with water and extracted with EtOAc. The organic layer was washed successively with 2N KOH, wa...